From a dataset of the Open Reaction Database (ORD), a public repository of structured organic reaction records. describe an organic reaction: reactants, conditions, products, and yield Starting materials: N(=O)[O-].[Na+] (sodium nitrite), NC1=NN2C(N(C(=C([C@H]2C2=CC=C(C=C2)C#N)C#N)C)C2=CC(=CC=C2)C(F)(F)F)=N1 ((7R)-2-Amino-7-(4-cyanophenyl)-5-methyl-4-[3-(trifluoromethyl)phenyl]-4,7-dihydro[1,2,4]triazolo[1,5-a]pyrimidine-6-carbonitrile), Cl (hydrochloric acid), S(=O)=O (sulfur dioxide). The reagents and catalysts are [Cu]Cl (copper(I) chloride). The solvent is O (water), C(C)(=O)O (acetic acid), O (water), C(C)(=O)O (acetic acid). Reaction conditions: temperature 1 celsius, time 1 hour. The product is C(#N)C1=C(N(C=2N([C@@H]1C1=CC=C(C=C1)C#N)N=C(N2)S(=O)(=O)Cl)C2=CC(=CC=C2)C(F)(F)F)C ((7R)-6-Cyano-7-(4-cyanophenyl)-5-methyl-4-[3-(trifluoromethyl)phenyl]-4,7-dihydro[1,2,4]-triazolo[1,5-a]pyrimidine-2-sulfonyl chloride). RXN SMILES: N[C:2]1[N:31]=[C:5]2[N:6]([C:21]3[CH:26]=[CH:25][CH:24]=[C:23]([C:27]([F:30])([F:29])[F:28])[CH:22]=3)[C:7]([CH3:20])=[C:8]([C:18]#[N:19])[C@@H:9]([C:10]3[CH:15]=[CH:14][C:13]([C:16]#[N:17])=[CH:12][CH:11]=3)[N:4]2[N:3]=1.N([O-])=O.[Na+].[S:36](=[O:38])=[O:37].[ClH:39]>C(O)(=O)C.O.[Cu]Cl>[C:18]([C:8]1[C@@H:9]([C:10]2[CH:15]=[CH:14][C:13]([C:16]#[N:17])=[CH:12][CH:11]=2)[N:4]2[N:3]=[C:2]([S:36]([Cl:39])(=[O:38])=[O:37])[N:31]=[C:5]2[N:6]([C:21]2[CH:26]=[CH:25][CH:24]=[C:23]([C:27]([F:30])([F:29])[F:28])[CH:22]=2)[C:7]=1[CH3:20])#[N:19] |f:1.2|. Reported procedure: (7R)-2-Amino-7-(4-cyanophenyl)-5-methyl-4-[3-(trifluoromethyl)phenyl]-4,7-dihydro[1,2,4]triazolo[1,5-a]pyrimidine-6-carbonitrile (400 mg, 1.0 mmol; Example 7, free base) was dissolved in a mixture of acetic acid, conc. hydrochloric acid and water (2:1:1, 10 ml) at RT. At −10° C., a solution of sodium nitrite (72 mg, 1.0 mmol, 1.1 eq.) in water (1.1 ml) was slowly added dropwise to the reaction mixture. The mixture was allowed to warm to 0-2° C. and then cooled once more to −10° C. This solution ... Reactants: O=S(=O)(O)Cl, CC12CCC3(O)C(CCC4=CC(=O)CCC43C)C1CCC2=O. Product: CC12CCC(=O)C=C1CCC1C2=CCC2(C)C(=O)CCC12. As a reaction SMILES: [Cl:23][S:24]([OH:25])(=[O:26])=[O:27].[OH:1][C:2]12[C:3]3([CH3:22])[CH2:4][CH2:5][C:6](=[O:21])[CH:7]=[C:8]3[CH2:9][CH2:10][CH:11]1[CH:12]1[CH2:13][CH2:14][C:15](=[O:20])[C:16]1([CH3:17])[CH2:18][CH2:19]2>>[C:2]12=[CH:19][CH2:18][C:16]3([CH3:17])[CH:12]([CH:11]1[CH2:10][CH2:9][C:8]1=[CH:7][C:6](=[O:21])[CH2:5][CH2:4][C:3]21[CH3:22])[CH2:13][CH2:14][C:15]3=[O:20]. The reactants are [Br-], C1CCOC1, C[P+](c1ccccc1)(c1ccccc1)c1ccccc1, O=C1CCCc2ccc([N+](=O)[O-])cc21, O. Yields the product C=C1CCCc2ccc([N+](=O)[O-])cc21. RXN SMILES: [Br-:21].[CH2:16]1[O:17][CH2:18][CH2:19][CH2:20]1.[CH3:22][P+:23]([c:24]1[cH:25][cH:26][cH:27][cH:28][cH:29]1)([c:30]1[cH:31][cH:32][cH:33][cH:34][cH:35]1)[c:36]1[cH:37][cH:38][cH:39][cH:40][cH:41]1.[N+:1](=[O:2])([O-:3])[c:4]1[cH:5][cH:6][c:7]2[c:12]([cH:13]1)[C:11](=[O:14])[CH2:10][CH2:9][CH2:8]2.[OH2:15]>>[N+:1](=[O:2])([O-:3])[c:4]1[cH:5][cH:6][c:7]2[c:12]([cH:13]1)[C:11](=[CH2:16])[CH2:10][CH2:9][CH2:8]2.